This data is from the Open Reaction Database (ORD), a public repository of structured organic reaction records. The task is: describe an organic reaction: reactants, conditions, products, and yield Starting materials: C=CCCCCC(=O)O, ClCCCl, COC(=O)C(N)C(C)(C)C, [Na+], O=C([O-])O, CN(C)C=O, On1nnc2cccnc21. Product: C=CCCCCC(=O)NC(C(=O)OC)C(C)(C)C. RXN SMILES: [C:11]([CH2:12][CH2:13][CH2:14][CH2:15][CH:16]=[CH2:17])(=[O:18])[OH:19].[CH2:20]([Cl:21])[CH2:22][Cl:23].[CH3:1][O:2][C:3]([CH:4]([NH2:5])[C:6]([CH3:7])([CH3:8])[CH3:9])=[O:10].[Na+:43].[O-:39][C:40]([OH:41])=[O:42].[O:34]=[CH:35][N:36]([CH3:37])[CH3:38].[OH:24][n:25]1[c:26]2[n:27][cH:28][cH:29][cH:30][c:31]2[n:32][n:33]1>>[CH3:1][O:2][C:3]([CH:4]([NH:5][C:11]([CH2:12][CH2:13][CH2:14][CH2:15][CH:16]=[CH2:17])=[O:18])[C:6]([CH3:7])([CH3:8])[CH3:9])=[O:10]. Starting materials: OC=1C=C(C(=O)O)C=C(C1)O (3,5-Dihydroxybenzoic acid), C([O-])([O-])=O.[K+].[K+] (potassium carbonate), C(C=C)Br (Allyl bromide). The solvent is CN(C=O)C (N,N-dimethylformamide). Conditions: temperature 80 celsius, time 24 hour. Yields the product C(C=C)OC=1C=C(C(=O)OCC=C)C=C(C1)OCC=C (2-Propenyl 3,5-bis-(2propenyloxy)benzoate). Yield: 173.1%. Reaction SMILES: [OH:1][C:2]1[CH:3]=[C:4]([CH:8]=[C:9]([OH:11])[CH:10]=1)[C:5]([OH:7])=[O:6].C(=O)([O-])[O-].[K+].[K+].[CH2:18](Br)[CH:19]=[CH2:20]>CN(C)C=O>[CH2:18]([O:1][C:2]1[CH:3]=[C:4]([CH:8]=[C:9]([O:11][CH2:8][CH:4]=[CH2:5])[CH:10]=1)[C:5]([O:7][CH2:3][CH:2]=[CH2:10])=[O:6])[CH:19]=[CH2:20] |f:1.2.3|. Reported procedure: 3,5-Dihydroxybenzoic acid (15.0 g, 97.3 mmol) and potassium carbonate (44.0 g, mol) were mixed in N,N-dimethylformamide (60 ml) and heated to 80° C. Allyl bromide (42.0 g, 0.35 mol) was added dropwise during 1 h and efficient stirring was continued for 24 h. The reaction mixture was then evaporated to a semisolid residue, which was treated with chloroform (500 ml) and filtered. The filtrate was washed with water (3×150 ml), dried (Na2SO4) and filtered through a short column of alumina. Evaporati... The reactants are C[Sn](C=1C=CC=2N(C1)C=C(N2)C(=O)NC2=CC=CC=C2)(C)C (6-trimethylstannyl-N-phenylimidazo[1,2-a]pyridine-2-carboxamide), C[Sn](C=1C=CC=2N(C1)C=C(N2)C(=O)NC2=CC=CC=C2)(C)C (6-trimethylstannyl-N-phenylimidazo[1,2-a]pyridine-2-carboxamide), BrC=1C=C(C=NC1)CO ((5-bromopyrid-3-yl)methanol). The reagents and catalysts are [Pd].C1(=CC=CC=C1)P(C1=CC=CC=C1)C1=CC=CC=C1.C1(=CC=CC=C1)P(C1=CC=CC=C1)C1=CC=CC=C1.C1(=CC=CC=C1)P(C1=CC=CC=C1)C1=CC=CC=C1.C1(=CC=CC=C1)P(C1=CC=CC=C1)C1=CC=CC=C1 (tetrakis(triphenylphosphine)-palladium). Solvent: CN(C=O)C (N,N-dimethylformamide). Yields the product OCC=1C=C(C=NC1)C=1C=CC=2N(C1)C=C(N2)C(=O)NC2=CC=CC=C2 (6-[5-(hydroxymethyl)pyrid-3-yl]-N-phenylimidazo[1,2-a]pyridine-2-carboxamide). Yield: 43.5%. Reaction SMILES: C[Sn](C)(C)[C:3]1[CH:4]=[CH:5][C:6]2[N:7]([CH:9]=[C:10]([C:12]([NH:14][C:15]3[CH:20]=[CH:19][CH:18]=[CH:17][CH:16]=3)=[O:13])[N:11]=2)[CH:8]=1.Br[C:24]1[CH:25]=[C:26]([CH2:30][OH:31])[CH:27]=[N:28][CH:29]=1>[Pd].C1(P(C2C=CC=CC=2)C2C=CC=CC=2)C=CC=CC=1.C1(P(C2C=CC=CC=2)C2C=CC=CC=2)C=CC=CC=1.C1(P(C2C=CC=CC=2)C2C=CC=CC=2)C=CC=CC=1.C1(P(C2C=CC=CC=2)C2C=CC=CC=2)C=CC=CC=1.CN(C)C=O>[OH:31][CH2:30][C:26]1[CH:25]=[C:24]([C:3]2[CH:4]=[CH:5][C:6]3[N:7]([CH:9]=[C:10]([C:12]([NH:14][C:15]4[CH:20]=[CH:19][CH:18]=[CH:17][CH:16]=4)=[O:13])[N:11]=3)[CH:8]=2)[CH:29]=[N:28][CH:27]=1 |f:2.3.4.5.6|. Reported procedure: 163 mg of 6-trimethylstannyl-N-phenylimidazo[1,2-a]pyridine-2-carboxamide (Intermediate 4), 310 mg of (5-bromopyrid-3-yl)methanol, 66 mg of tetrakis(triphenylphosphine)-palladium and 4 mL of N,N-dimethylformamide are placed in a microwave tube. The reaction mixture is heated for 20 minutes in a microwave machine set at 150° C. and concentrated to dryness. The residue is chromatographed on a silica cartridge, eluting with dichloromethane. The fractions containing the expected product are combined... The reactants are ClC1=C(C(=CC(=C1)OC=1C=C2CC(NC2=CC1)=O)F)C(F)(F)F (5-[(2-chloro-α,α,α,6-tetra-fluoro-p-tolyl)oxy]-2-indolinone), C(C)(=O)OC(C)=O (acetic anhydride). Conditions: time 30 minute. The product is ClC1=C(C(=CC(=C1)OC=1C=C2CC(N(C2=CC1)C(C)=O)=O)F)C(F)(F)F (5-[(2-Chloro-α,α,α,6-tetrafluoro-p-tolyl)oxy]-1-acetyl-2-indolinone). As a reaction SMILES: [Cl:1][C:2]1[CH:7]=[C:6]([O:8][C:9]2[CH:10]=[C:11]3[C:15](=[CH:16][CH:17]=2)[NH:14][C:13](=[O:18])[CH2:12]3)[CH:5]=[C:4]([F:19])[C:3]=1[C:20]([F:23])([F:22])[F:21].[C:24](OC(=O)C)(=[O:26])[CH3:25]>>[Cl:1][C:2]1[CH:7]=[C:6]([O:8][C:9]2[CH:10]=[C:11]3[C:15](=[CH:16][CH:17]=2)[N:14]([C:24](=[O:26])[CH3:25])[C:13](=[O:18])[CH2:12]3)[CH:5]=[C:4]([F:19])[C:3]=1[C:20]([F:23])([F:22])[F:21]. Procedure details: A mixture of 5-[(2-chloro-α,α,α,6-tetra-fluoro-p-tolyl)oxy]-2-indolinone (6.8 g, 18.9 mmol) in acetic anhydride is heated at reflux temperature with stirring for 30 minutes, cooled to room temperature and concentrated in vacuo to give a brown wet residue. The residue is re-evaporated twice using xylenes and chromatographed using 10% ethyl acetate in hexane to give the title product as a white solid, 5.1 g (67%), mp 119°-121° C., identified by 1HNMR. The reactants are B(OC)(OC)OC (trimethyl borate), BrC1=CC=C(C=C1)CC(C)(C)C(=O)O (1-bromo-4-(2-carboxy-2-methylpropyl)benzene), solution, C(CCC)[Li] (n-butyl lithium). Solvent: O1CCCC1 (tetrahydrofuran), CCCCCC (hexane). Run at temperature -70 celsius, time 20 minute. The product is C(=O)(O)C(CC1=CC=C(C=C1)B(O)O)(C)C (4-(2-carboxy-2-methylpropyl)benzeneboronic acid). As a reaction SMILES: Br[C:2]1[CH:7]=[CH:6][C:5]([CH2:8][C:9]([C:12]([OH:14])=[O:13])([CH3:11])[CH3:10])=[CH:4][CH:3]=1.C([Li])CCC.[B:20](OC)([O:23]C)[O:21]C>O1CCCC1.CCCCCC>[C:12]([C:9]([CH3:11])([CH3:10])[CH2:8][C:5]1[CH:6]=[CH:7][C:2]([B:20]([OH:23])[OH:21])=[CH:3][CH:4]=1)([OH:14])=[O:13]. Reported procedure: 1-bromo-4-(2-carboxy-2-methylpropyl)benzene (1.93 g) was dissolved in anhydrous tetrahydrofuran (20 ml) and cooled to -70° C. A 1.25M solution of n-butyl lithium in hexane (18 ml) was added dropwise with stirring under an argon atmosphere, such that the temperature did not exceed -65° C. After a further 20 minutes, trimethyl borate was slowly added at -65° C. and the reaction mixture was allowed to attain -15° C. The reaction was quenched by the addition of a saturated aqueous solution of ammoni... The reactants are ClN1C(CCC1=O)=O (N-chlorosuccinimide), NC=1C(=C(C=CC1)CCC(=O)OC)C (methyl 3-(3-amino-2-methylphenyl)propanoate). Solvent: C(C)#N (acetonitrile), C(C)(=O)OCC (ethyl acetate). Conditions: time 30 minute. Yields the product NC=1C(=C(C=CC1Cl)CCC(=O)OC)C (Methyl 3-(3-amino-4-chloro-2-methylphenyl)propanoate). Reaction SMILES: [Cl:1]N1C(=O)CCC1=O.[NH2:9][C:10]1[C:11]([CH3:22])=[C:12]([CH2:16][CH2:17][C:18]([O:20][CH3:21])=[O:19])[CH:13]=[CH:14][CH:15]=1>C(#N)C.C(OCC)(=O)C>[NH2:9][C:10]1[C:11]([CH3:22])=[C:12]([CH2:16][CH2:17][C:18]([O:20][CH3:21])=[O:19])[CH:13]=[CH:14][C:15]=1[Cl:1]. Reported procedure: At RT, 1.38 g (10.3 mmol) of N-chlorosuccinimide were added to a solution of 2.0 g (10.3 mmol) of methyl 3-(3-amino-2-methylphenyl)propanoate in 10 ml of acetonitrile. The reaction mixture was stirred for 30 min and then diluted with ethyl acetate. The mixture was washed successively with sat. sodium bicarbonate solution and sat. sodium chloride solution, dried over magnesium sulphate and concentrated under reduced pressure. The crude product gave, after chromatography on silica gel (mobile phas... The reactants are BrN1C(CCC1=O)=O (N-Bromosuccinimide), CN(S(=O)(=O)C)C1=C(C=CC=C1)C1=CC=C2C=NC(=NN21)SC (N-Methyl-N-[2-(2-methylsulfanyl-pyrrolo[2,1-f][1,2,4]triazin-7-yl)-phenyl]-methanesulfonamide), CO (Methanol). Reaction conditions: time 2 hour. Product: BrC=1C=C(N2N=C(N=CC21)SC)C2=C(C=CC=C2)N(S(=O)(=O)C)C (N-[2-(5-Bromo-2-methylsulfanyl-pyrrolo[2,1-f][1,2,4]triazin-7-yl)-phenyl]-N-methyl-methanesulfonamide), solid. Isolated yield 82.0%. RXN SMILES: [CH3:1][N:2]([C:7]1[CH:12]=[CH:11][CH:10]=[CH:9][C:8]=1[C:13]1[N:21]2[C:16]([CH:17]=[N:18][C:19]([S:22][CH3:23])=[N:20]2)=[CH:15][CH:14]=1)[S:3]([CH3:6])(=[O:5])=[O:4].CO.[Br:26]N1C(=O)CCC1=O>>[Br:26][C:15]1[CH:14]=[C:13]([C:8]2[CH:9]=[CH:10][CH:11]=[CH:12][C:7]=2[N:2]([CH3:1])[S:3]([CH3:6])(=[O:4])=[O:5])[N:21]2[C:16]=1[CH:17]=[N:18][C:19]([S:22][CH3:23])=[N:20]2. Procedure details: Into a 1-Neck round-bottom flask, N-Methyl-N-[2-(2-methylsulfanyl-pyrrolo[2,1-f][1,2,4]triazin-7-yl)-phenyl]-methanesulfonamide (0.710 g, 2.04 mmol) Tetrahydrofuran (20.0 mL, 246 mmol), and Methanol (10 mL, 200 mmol) were added under an atmosphere of Nitrogen at room temperature . Recrystallized N-Bromosuccinimide (0.381 g, 2.14 mmol) was added portion wise over 10 minutes. The reaction was stirred at room temperature for 2 hours. The solvent was removed under vacuum. The reaction mixture was pu...